Dataset: the Open Reaction Database (ORD), a public repository of structured organic reaction records. Task: describe an organic reaction: reactants, conditions, products, and yield The reactants are CC1=NN2C(N=CC=C2C=2C=NC=CC2)=C1 (2-methyl-7-(3-pyridyl)pyrazolo[1,5-a]pyrimidine), ClN1N=NC2=C1C=CC=C2 (N-chlorobenzotriazole). Product: ClC=1C(=NN2C1N=CC=C2C=2C=NC=CC2)C (3-Chloro-2-methyl-7-(3-pyridyl)pyrazolo[1,5-a]pyrimidine). Reaction SMILES: [CH3:1][C:2]1[CH:16]=[C:5]2[N:6]=[CH:7][CH:8]=[C:9]([C:10]3[CH:11]=[N:12][CH:13]=[CH:14][CH:15]=3)[N:4]2[N:3]=1.[Cl:17]N1C2C=CC=CC=2N=N1>>[Cl:17][C:16]1[C:2]([CH3:1])=[N:3][N:4]2[C:9]([C:10]3[CH:11]=[N:12][CH:13]=[CH:14][CH:15]=3)=[CH:8][CH:7]=[N:6][C:5]=12. Reported procedure: As for Example 34, 2-methyl-7-(3-pyridyl)pyrazolo[1,5-a]pyrimidine is reacted with N-chlorobenzotriazole to give the product of the example. Starting materials: O.C(C=O)(=O)O (glyoxylic acid monohydrate), Cl (HCl), C(C)(=O)NC1=CC=C(C=C1)S(=O)(=O)N(N)C(C=O)=O (glyoxylic acid p-acetamidobenzenesulfonylhydrazide). The solvent is C(C)#N (acetonitrile). The product is C(C)(=O)NC1=CC=C(C=C1)S(=O)(=O)NN=CC(=O)O (GLYOXYLIC ACID p-ACETAMIDOBENZENESULFONYLHYDRAZONE). As a reaction SMILES: [C:1]([NH:4][C:5]1[CH:10]=[CH:9][C:8]([S:11]([N:14](C(=O)C=O)[NH2:15])(=[O:13])=[O:12])=[CH:7][CH:6]=1)(=[O:3])[CH3:2].O.[C:21]([OH:25])(=[O:24])[CH:22]=O.Cl>C(#N)C>[C:1]([NH:4][C:5]1[CH:6]=[CH:7][C:8]([S:11]([NH:14][N:15]=[CH:22][C:21]([OH:25])=[O:24])(=[O:12])=[O:13])=[CH:9][CH:10]=1)(=[O:3])[CH3:2] |f:1.2|. Procedure details: The subject compound is prepared using the general method of Example 1 except that 4.58 g (20 mmol) of glyoxylic acid p-acetamidobenzenesulfonylhydrazide was reacted with 2.4 g (26 mmol) of glyoxylic acid monohydrate in the presence of 1/2 cc conc. HCl and 200 cc acetonitrile. The desired product was obtained in a yield of 5.4 g, m.p. 136° (dec.).